Dataset: the Open Reaction Database (ORD), a public repository of structured organic reaction records. Task: describe an organic reaction: reactants, conditions, products, and yield The reactants are CO, [NH4+], N#C[S-], Oc1c(-c2ccccc2)cccc1-c1ccccc1. Product: N#CSc1cc(-c2ccccc2)c(O)c(-c2ccccc2)c1. RXN SMILES: [CH3:24][OH:25].[NH4+:23].[S-:20][C:21]#[N:22].[c:1]1(-[c:7]2[c:8]([OH:19])[c:9](-[c:13]3[cH:14][cH:15][cH:16][cH:17][cH:18]3)[cH:10][cH:11][cH:12]2)[cH:2][cH:3][cH:4][cH:5][cH:6]1>>[c:1]1(-[c:7]2[c:8]([OH:19])[c:9](-[c:13]3[cH:14][cH:15][cH:16][cH:17][cH:18]3)[cH:10][c:11]([S:20][C:21]#[N:22])[cH:12]2)[cH:2][cH:3][cH:4][cH:5][cH:6]1. Starting materials: 20, C1(=CC=CC=C1)CN1CCC(CC1)NC=1C=NC=CC1 (N-[1-(phenylmethyl)-4-piperidinyl]-3-pyridinamine), CO (methanol), Cl (hydrochloric acid), [H][H] (hydrogen). Reagents/catalysts: [Pd] (palladium-on-charcoal). Solvent: O (water). Yields the product N1CCC(CC1)NC=1C=NC=CC1 (N-(4-piperidinyl)-3-pyridinamine). As a reaction SMILES: C1(C[N:8]2[CH2:13][CH2:12][CH:11]([NH:14][C:15]3[CH:16]=[N:17][CH:18]=[CH:19][CH:20]=3)[CH2:10][CH2:9]2)C=CC=CC=1.CO.Cl.[H][H]>[Pd].O>[NH:8]1[CH2:13][CH2:12][CH:11]([NH:14][C:15]2[CH:16]=[N:17][CH:18]=[CH:19][CH:20]=2)[CH2:10][CH2:9]1. Procedure details: A mixture of 20 parts of N-[1-(phenylmethyl)-4-piperidinyl]-3-pyridinamine, 160 parts of methanol, 30 parts of water and 12 parts of a concentrated hydrochloric acid solution is hydrogenated at normal pressure and at a temperature between 22°-39° C., in the presence of 7 parts of palladium-on-charcoal catalyst 10%. After the calculated amount of hydrogen is taken up, hydrogenation is stopped. The catalyst is filtered off and the filtrate is evaporated. The oily residue is dissolved in water. Thi... The reactants are 64C, CCCCCC (hexane), C(C)(=O)OCC (ethyl acetate), N (ammonia), N,N'-carbonyldiimidazole, C(C)(C)(C)C1=C(C=C(C=C1)C(=O)O)NC(CC(CCCCC)C1=C(C=C(C=C1)C(CCC)=O)OC)=O (N-(2-t-butyl-5-carboxyphenyl)-3-(4-butyryl-2-methoxyphenyl)octanamide). Run in C(C)#N (acetonitrile). Run at time 35 minute. Product: C(C)(C)(C)C1=C(C=C(C=C1)C(N)=O)NC(CC(CCCCC)C1=C(C=C(C=C1)C(CCC)=O)OC)=O (N-(2-t-Butyl-5-carbamoylphenyl)-3-[4-(1-oxobutyl)-2-methoxyphenyl]octanamide). Yield: 96.5%. Reaction SMILES: [C:1]([C:5]1[CH:10]=[CH:9][C:8]([C:11](O)=[O:12])=[CH:7][C:6]=1[NH:14][C:15](=[O:36])[CH2:16][CH:17]([C:23]1[CH:28]=[CH:27][C:26]([C:29](=[O:33])[CH2:30][CH2:31][CH3:32])=[CH:25][C:24]=1[O:34][CH3:35])[CH2:18][CH2:19][CH2:20][CH2:21][CH3:22])([CH3:4])([CH3:3])[CH3:2].[NH3:37].CCCCCC.C(OCC)(=O)C>C(#N)C>[C:1]([C:5]1[CH:10]=[CH:9][C:8]([C:11](=[O:12])[NH2:37])=[CH:7][C:6]=1[NH:14][C:15](=[O:36])[CH2:16][CH:17]([C:23]1[CH:28]=[CH:27][C:26]([C:29](=[O:33])[CH2:30][CH2:31][CH3:32])=[CH:25][C:24]=1[O:34][CH3:35])[CH2:18][CH2:19][CH2:20][CH2:21][CH3:22])([CH3:4])([CH3:3])[CH3:2]. Procedure: 210 mg (1.30 mmol) of N,N'-carbonyldiimidazole were added to a suspension of 530 mg (1.07 mmol) of N-(2-t-butyl-5-carboxyphenyl)-3-(4-butyryl-2-methoxyphenyl)octanamide prepared as described in Preparation 64C), in 10 ml of acetonitrile, and the resulting mixture was stirred for 35 minutes, after which 1.0 ml (15 mmol) of concentrated aqueous ammonia were added. The reaction mixture was stirred for 20 minutes, after which it was freed from the organic solvent by distillation under reduced pressu... Reactants: FC=1C=C(C=CC1)Br (3-fluorobromobenzene), C(CC)[C@@H]1CC[C@H](CC1)CCC1CCC(CC1)=O (4-(trans-4'-propylcyclohexylethyl)cyclohexanone). The product is C(CC)[C@@H]1CC[C@H](CC1)CC[C@@H]1CC[C@H](CC1)C=1C=C(C=CC1)F (3-[Trans-4'-(trans-4"-propylcyclohexylethyl)cyclohexyl]fluorobenzene). RXN SMILES: [F:1][C:2]1[CH:3]=[C:4](Br)[CH:5]=[CH:6][CH:7]=1.[CH2:9]([C@H:12]1[CH2:17][CH2:16][C@H:15]([CH2:18][CH2:19][CH:20]2[CH2:25][CH2:24][C:23](=O)[CH2:22][CH2:21]2)[CH2:14][CH2:13]1)[CH2:10][CH3:11]>>[CH2:9]([C@H:12]1[CH2:17][CH2:16][C@H:15]([CH2:18][CH2:19][C@H:20]2[CH2:21][CH2:22][C@H:23]([C:4]3[CH:3]=[C:2]([F:1])[CH:7]=[CH:6][CH:5]=3)[CH2:24][CH2:25]2)[CH2:14][CH2:13]1)[CH2:10][CH3:11]. Procedure: 3-[Trans-4'-(trans-4"-propylcyclohexylethyl)cyclohexyl]fluorobenzene (C-N point: 48.4° C., N-I point: 79.4° C.) (50 g) obtained from 3-fluorobromobenzene and 4-(trans-4'-propylcyclohexylethyl)cyclohexanone in the same manner as in Example 1, was dissolved in nitrobenzene (100 cc), followed by adding anhydrous aluminum chloride (50.5 g) to the solution, agitating it, dropwise adding acetyl chloride (29 g) to the mixture, heating the resulting mixture on a water bath at 40° C. for 2 hours after co... Reactants: CC(C)(C)OC(=O)OC(=O)OC(C)(C)C, COC(=O)c1csc(NC(=O)C(NC(=O)C(NC(=O)OC(C)(C)C)c2ccc(NC(=O)OC(C)(C)C)cc2)C(C)c2ccccc2)n1, ClCCl, C1CCOC1, O=C(O)C(F)(F)F. Product: COC(=O)c1csc(NC(=O)C(NC(=O)C(NC(=O)OC(C)(C)C)c2ccc(N)cc2)C(C)c2ccccc2)n1. RXN SMILES: [C:48]([O:49][C:50]([O:51][C:52]([O:53][C:54]([CH3:55])([CH3:56])[CH3:57])=[O:58])=[O:59])([CH3:60])([CH3:61])[CH3:62].[CH3:1][O:2][C:3](=[O:4])[c:5]1[n:6][c:7]([NH:10][C:11]([CH:12]([CH:13]([CH3:14])[c:15]2[cH:16][cH:17][cH:18][cH:19][cH:20]2)[NH:21][C:22]([CH:23]([c:24]2[cH:25][cH:26][c:27]([NH:30][C:31]([O:32][C:33]([CH3:34])([CH3:35])[CH3:36])=[O:37])[cH:28][cH:29]2)[NH:38][C:39](=[O:40])[O:41][C:42]([CH3:43])([CH3:44])[CH3:45])=[O:46])=[O:47])[s:8][cH:9]1.[Cl:70][CH2:71][Cl:72].[O:73]1[CH2:74][CH2:75][CH2:76][CH2:77]1.[OH:63][C:64]([C:65]([F:66])([F:67])[F:68])=[O:69]>>[CH3:1][O:2][C:3](=[O:4])[c:5]1[n:6][c:7]([NH:10][C:11]([CH:12]([CH:13]([CH3:14])[c:15]2[cH:16][cH:17][cH:18][cH:19][cH:20]2)[NH:21][C:22]([CH:23]([c:24]2[cH:25][cH:26][c:27]([NH2:30])[cH:28][cH:29]2)[NH:38][C:39](=[O:40])[O:41][C:42]([CH3:43])([CH3:44])[CH3:45])=[O:46])=[O:47])[s:8][cH:9]1. Starting materials: CC#N, ClCCl, Clc1ccc(I)nn1, N#C[Cu]C#N. Product: N#Cc1ccc(Cl)nn1. As a reaction SMILES: [CH3:17][C:18]#[N:19].[Cl:14][CH2:15][Cl:16].[Cl:1][c:2]1[n:3][n:4][c:5]([I:8])[cH:6][cH:7]1.[Cu:9]([C:10]#[N:11])[C:12]#[N:13]>>[Cl:1][c:2]1[n:3][n:4][c:5]([C:10]#[N:11])[cH:6][cH:7]1. Reactants: Cl (HCl), NC1=C(SC(=C1)C1=CC=NC=C1)C(=O)OC (methyl 3-amino-5-(pyridin-4-yl)thiophene-2-carboxylate), C[O-].[Na+] (sodium methoxide), CO (methanol). Run in O (water). Run at time 8 hour. The product is NC1=C(SC(=C1)C1=CC=NC=C1)C(=O)O (3-amino-5-(pyridin-4-yl)thiophene-2-carboxylic acid). Isolated yield 91.7%. Reaction SMILES: [NH2:1][C:2]1[CH:6]=[C:5]([C:7]2[CH:12]=[CH:11][N:10]=[CH:9][CH:8]=2)[S:4][C:3]=1[C:13]([O:15]C)=[O:14].C[O-].[Na+].CO.Cl>O>[NH2:1][C:2]1[CH:6]=[C:5]([C:7]2[CH:8]=[CH:9][N:10]=[CH:11][CH:12]=2)[S:4][C:3]=1[C:13]([OH:15])=[O:14] |f:1.2|. Reported procedure: A mixture of methyl 3-amino-5-(pyridin-4-yl)thiophene-2-carboxylate (2.34 g, 10 mmol), sodium methoxide (1.62 g, 30 mmol), methanol (40 mL) and water (10 mL) was refluxed for 4 h. The mixture was allowed to cool to room temperature and stirring was continued overnight. The mixture was cooled under ice-bath, then conc. HCl (2.48 mL, 30 mmol) was added (pH was approx. 4). The resultant yellow precipitate was collected by filtration and washed with water and methanol to afford the title compound (2... The reactants are C(=O)OCC (ethyl formate), C(C)#N (acetonitrile), [H-].[Na+] (sodium hydride), N(N)C1=NC2=C(N1)C=CC=C2 (2-hydrazino1-H-benzimidazole), [OH-].[Na+] (sodium hydroxide). The solvent is C(C)O (ethanol), CCOCC (ether). Run at time 16 hour. Product: NC=1C=CN(N1)C1=NC2=C(N1)C=CC=C2 (5-amino-2-(1H-benzimidazol-2-yl)pyrazole). As a reaction SMILES: [CH:1](OCC)=O.[C:6](#[N:8])[CH3:7].[H-].[Na+].[NH:11]([C:13]1[NH:17][C:16]2[CH:18]=[CH:19][CH:20]=[CH:21][C:15]=2[N:14]=1)[NH2:12].[OH-].[Na+]>CCOCC.C(O)C>[NH2:8][C:6]1[CH:7]=[CH:1][N:11]([C:13]2[NH:14][C:15]3[CH:21]=[CH:20][CH:19]=[CH:18][C:16]=3[N:17]=2)[N:12]=1 |f:2.3,5.6|. Reported procedure: A mixture of ethyl formate (5 ml, 62 mmol), acetonitrile (1 g, 25 mmol) and ethanol (0.5 ml) is added dropwise to a suspension of sodium hydride (0.96 g, 40 mmol) in ether at room temperature. After stirring for 16 hours the volatiles are removed under reduced pressure. The residue is diluted with water and the pH is adjusted by addition of AcOH to 7. After addition of 2-hydrazino1-H-benzimidazole (6.6 g, 45 mmol) the mixture is allowed to stand for 5 hours. The pH is adjusted with sodium hydrox... The reactants are C(C)(C)(C)OC(=O)N1C(OCC1C=C(F)P(=O)(OCC)OCC)(C)C (4-[2-(Diethoxy-phosphoryl)-2-fluoro-vinyl]-2,2-dimethyl-oxazolidine-3-carboxylic acid tert-butyl ester), C(C)(C)(C)OC(NC(COP(=O)(OC(C)(C)C)OC(C)(C)C)(C=1NC(=CN1)C1=CC=C(C=C1)CCCCCCCC)C)=O ({2-(Di-tert-butoxy-phosphoryloxy)-1-methyl-1-[5-(4-octyl-phenyl)-1H-imidazol-2-yl]-ethyl}-carbamic acid tert-butyl ester). The solvent is CCO (EtOH). Run at time 24 hour. Product: C(C)OP(OCC)(=O)C(=CC(CO)NC(=O)OC(C)(C)C)F ((3-tert-Butoxycarbonylamino-1-fluoro-4-hydroxy-but-1-enyl)phosphonic acid diethyl ester). The yield is 81.0%. As a reaction SMILES: [C:1]([O:5][C:6]([N:8]1[CH:12]([CH:13]=[C:14]([P:16]([O:21][CH2:22][CH3:23])([O:18][CH2:19][CH3:20])=[O:17])[F:15])[CH2:11][O:10]C1(C)C)=[O:7])([CH3:4])([CH3:3])[CH3:2].C(OC(=O)NC(C)(C1NC(C2C=CC(CCCCCCCC)=CC=2)=CN=1)COP(OC(C)(C)C)(OC(C)(C)C)=O)(C)(C)C>CCO>[CH2:19]([O:18][P:16]([C:14]([F:15])=[CH:13][CH:12]([NH:8][C:6]([O:5][C:1]([CH3:2])([CH3:4])[CH3:3])=[O:7])[CH2:11][OH:10])(=[O:17])[O:21][CH2:22][CH3:23])[CH3:20]. Reported procedure: To compound (38) (47 mg, 0.123 mmol) stirring in EtOH (1 mL) was added Dowex 50×8 (150 mg), which washed with EtOH and dried. The reaction was allowed to stir under nitrogen and at room temperature for 24 hours. The reaction mixture was filtered and the precipitate washed with excess EtOH, then concentrated in vacuo. The crude material was purified by column chromatography on SiO2 (1:1 EtOAc/Hexanes) to yield 34 mg of the expected product.